From a dataset of the Open Reaction Database (ORD), a public repository of structured organic reaction records. describe an organic reaction: reactants, conditions, products, and yield Reactants: C3, 199.8 C2, C(C=O)(=O)O (glyoxylic acid), CC(CCCC)=O (2-hexanone), C2. Solvent: P(O)(O)(O)=O (orthophosphoric acid). Yields the product C(CC)C(=CC(=O)O)C(C)=O (3-Propyl-4-oxo-2-pentenoic acid). RXN SMILES: [C:1]([OH:5])(=[O:4])[CH:2]=O.[CH3:6][C:7](=[O:12])[CH2:8][CH2:9][CH2:10][CH3:11]>P(=O)(O)(O)O>[CH2:9]([C:8]([C:7](=[O:12])[CH3:6])=[CH:2][C:1]([OH:5])=[O:4])[CH2:10][CH3:11]. Reported procedure: Prepared from glyoxylic acid (15.2 g, 0.17 mol), 2-hexanone (30 g, 0.3 mol) and orthophosphoric acid (30 ml). 1H n.m.r. δ (CDCl3) 0.88, t J 7.2 Hz, 3H, CH3; 1.44, m, 2H, CH2; 2.41, s, 3H, CH3; 2.78, t J 7.5 Hz, 2H, CH2; 6.51, s, CH 13C n.m.r. δ (CDCl3): 14.0, CH3; 22.5, 26.5, CH2; 28.6, CH3; 124.5, C2; 157.3, C3; 170.4, COOH; 199.8 C2. Starting materials: N#CCCCCn1cnc(NC(N)=NCC(F)(F)F)n1, N, O=S(=O)(O)O. Yields the product NC(=O)CCCCn1cnc(NC(N)=NCC(F)(F)F)n1. As a reaction SMILES: [F:1][C:2]([CH2:3][N:4]=[C:5]([NH:6][c:7]1[n:8][n:9]([CH2:12][CH2:13][CH2:14][CH2:15][C:16]#[N:17])[cH:10][n:11]1)[NH2:18])([F:19])[F:20].[NH3:21].[S:22]([OH:23])(=[O:24])(=[O:25])[OH:26]>>[F:1][C:2]([CH2:3][N:4]=[C:5]([NH:6][c:7]1[n:8][n:9]([CH2:12][CH2:13][CH2:14][CH2:15][C:16]([NH2:17])=[O:23])[cH:10][n:11]1)[NH2:18])([F:19])[F:20]. Starting materials: ON=C(C(=O)O)C1=CC(=C(C=C1)O)NS(=O)(=O)C (2-Hydroxyimino-2-(3-mesylamino-4-hydroxyphenyl)acetic acid), ClC(C(=O)Cl)Cl (dichloroacetyl chloride). The product is ClC(C(=O)ON=C(C(=O)O)C1=CC(=C(C=C1)O)NS(=O)(=O)C)Cl (2-dichloroacetoxyimino-2-(3-mesylamino-4-hydroxyphenyl)acetic acid). Isolated yield 98.7%. RXN SMILES: [OH:1][N:2]=[C:3]([C:7]1[CH:12]=[CH:11][C:10]([OH:13])=[C:9]([NH:14][S:15]([CH3:18])(=[O:17])=[O:16])[CH:8]=1)[C:4]([OH:6])=[O:5].[Cl:19][CH:20]([Cl:24])[C:21](Cl)=[O:22]>>[Cl:19][CH:20]([Cl:24])[C:21]([O:1][N:2]=[C:3]([C:7]1[CH:12]=[CH:11][C:10]([OH:13])=[C:9]([NH:14][S:15]([CH3:18])(=[O:17])=[O:16])[CH:8]=1)[C:4]([OH:6])=[O:5])=[O:22]. Procedure: 2-Hydroxyimino-2-(3-mesylamino-4-hydroxyphenyl)acetic acid (syn isomer) (1.37 g.) and dichloroacetyl chloride (0.9 g.) were treated according to similar manners to those of Preparation 5(1) to 5(3) to give 2-dichloroacetoxyimino-2-(3-mesylamino-4-hydroxyphenyl)acetic acid (syn isomer) (1.9 g.), which was used as a starting material for the following acylating reaction without further purification. The reactants are N1=C(NC2=C1C=CC=C2)CCCC=2C=CC1=C(CC3=C(C(C1)CC(=O)OCC)C=CC=C3)C2 (ethyl (±)-10,11-dihydro-3-[3-(2-benzimidazolyl)-1-propyl]-5H-dibenzo[a,d]cycloheptene-10-acetate), [OH-].[Na+] (NaOH). Solvent: CCO (EtOH). Run at temperature 50 celsius, time 16 hour. Yields the product N1=C(NC2=C1C=CC=C2)CCCC=2C=CC1=C(CC3=C(C(C1)CC(=O)O)C=CC=C3)C2 ((±)-10,11-dihydro-3-[3-(2-benzimidazolyl)-1-propyl]-5H-dibenzo[a,d]cycloheptene-10-acetic acid). Isolated yield 64.5%. As a reaction SMILES: [N:1]1[C:5]2[CH:6]=[CH:7][CH:8]=[CH:9][C:4]=2[NH:3][C:2]=1[CH2:10][CH2:11][CH2:12][C:13]1[CH:14]=[CH:15][C:16]2[CH2:22][CH:21]([CH2:23][C:24]([O:26]CC)=[O:25])[C:20]3[CH:29]=[CH:30][CH:31]=[CH:32][C:19]=3[CH2:18][C:17]=2[CH:33]=1.[OH-].[Na+]>CCO>[N:1]1[C:5]2[CH:6]=[CH:7][CH:8]=[CH:9][C:4]=2[NH:3][C:2]=1[CH2:10][CH2:11][CH2:12][C:13]1[CH:14]=[CH:15][C:16]2[CH2:22][CH:21]([CH2:23][C:24]([OH:26])=[O:25])[C:20]3[CH:29]=[CH:30][CH:31]=[CH:32][C:19]=3[CH2:18][C:17]=2[CH:33]=1 |f:1.2|. Procedure details: A mixture of ethyl (±)-10,11-dihydro-3-[3-(2-benzimidazolyl)-1-propyl]-5H-dibenzo[a,d]cycloheptene-10-acetate (236.3 mg, 0.54 mmole), 1.0 N NaOH (0.65 mL, 0.65 mmole), and absolute EtOH (4.8 mL) was warmed in an oil bath preset at 50° C. After 16 hr, the reaction was concentrated to dryness and the residue was purified by ODS chromatography (gradient: 35% MeOH/H2O, then 40% MeOH/H2O). Concentration followed by lyophilization gave the title compound (143 mg, 58%) as a colorless powder: HPLC (PRP-... The reactants are C(C=C)[Mg]Br (allyl magnesium bromide), [Cl-].[NH4+] (ammonium chloride), Mg, C(C)OC(CC(CCCCCCCCCCCCC)O)=O (3-hydroxyhexadecanoic acid ethyl ester), C(C=C)Br (allyl bromide). Solvent: C1CCOC1 (THF), C1CCOC1 (THF). Product: C(C=C)C(CC=C)(CC(CCCCCCCCCCCCC)O)O (4-allyl-4,6-dihydroxynonadec-1-ene). As a reaction SMILES: [CH2:1]([Mg]Br)[CH:2]=[CH2:3].C(O[C:9](=[O:26])[CH2:10][CH:11]([OH:25])[CH2:12][CH2:13][CH2:14][CH2:15][CH2:16][CH2:17][CH2:18][CH2:19][CH2:20][CH2:21][CH2:22][CH2:23][CH3:24])C.[CH2:27](Br)[CH:28]=[CH2:29].[Cl-].[NH4+]>C1COCC1>[CH2:1]([C:9]([OH:26])([CH2:10][CH:11]([OH:25])[CH2:12][CH2:13][CH2:14][CH2:15][CH2:16][CH2:17][CH2:18][CH2:19][CH2:20][CH2:21][CH2:22][CH2:23][CH3:24])[CH2:29][CH:28]=[CH2:27])[CH:2]=[CH2:3] |f:3.4|. Procedure details: To a small amount of freshly prepared allyl magnesium bromide and 1.7 g of Mg (0.07 mole) covered with THF was added a solution of 3.7 g of 3-hydroxyhexadecanoic acid ethyl ester (0.0123 mole) and 6.05 g (0.05 mole) of allyl bromide in 100 ml of THF. The addition proceeded so as to maintain a reflux temperature. The mixture was heated at refluxing temperature for 1 hr., cooled, and poured into saturated aq. ammonium chloride solution. The mixture was extracted with ether and the ether solution w...